This data is from the Open Reaction Database (ORD), a public repository of structured organic reaction records. The task is: describe an organic reaction: reactants, conditions, products, and yield Starting materials: COC(=O)CBr, COc1ccc(CCC(=O)c2c(OC)cc(OC)c(CC=C(C)C)c2O)cc1, CN(C)C=O, [H-], [Na+]. Product: COC(=O)COc1c(CC=C(C)C)c(OC)cc(OC)c1C(=O)CCc1ccc(OC)cc1. Reaction SMILES: [Br:31][CH2:32][C:33](=[O:34])[O:35][CH3:36].[CH3:1][O:2][c:3]1[c:4]([CH2:24][CH:25]=[C:26]([CH3:27])[CH3:28])[c:5]([OH:23])[c:6]([C:11]([CH2:12][CH2:13][c:14]2[cH:15][cH:16][c:17]([O:20][CH3:21])[cH:18][cH:19]2)=[O:22])[c:7]([O:9][CH3:10])[cH:8]1.[CH3:37][N:38]([CH3:39])[CH:40]=[O:41].[H-:29].[Na+:30]>>[CH3:1][O:2][c:3]1[c:4]([CH2:24][CH:25]=[C:26]([CH3:27])[CH3:28])[c:5]([O:23][CH2:32][C:33](=[O:34])[O:35][CH3:36])[c:6]([C:11]([CH2:12][CH2:13][c:14]2[cH:15][cH:16][c:17]([O:20][CH3:21])[cH:18][cH:19]2)=[O:22])[c:7]([O:9][CH3:10])[cH:8]1. The reactants are C=CCOc1ccc(C(F)(F)F)cc1-c1sc(NC(=O)c2c(F)cccc2F)nc1C(=O)OC, CO, [Na+], [OH-]. The product is C=CCOc1ccc(C(F)(F)F)cc1-c1cnc(NC(=O)c2c(F)cccc2F)s1. RXN SMILES: [CH2:1]([CH:2]=[CH2:3])[O:4][c:5]1[c:6](-[c:15]2[c:16]([C:31]([O:32][CH3:33])=[O:34])[n:17][c:18]([NH:20][C:21]([c:22]3[c:23]([F:29])[cH:24][cH:25][cH:26][c:27]3[F:28])=[O:30])[s:19]2)[cH:7][c:8]([C:11]([F:12])([F:13])[F:14])[cH:9][cH:10]1.[CH3:37][OH:38].[Na+:36].[OH-:35]>>[CH2:1]([CH:2]=[CH2:3])[O:4][c:5]1[c:6](-[c:15]2[cH:16][n:17][c:18]([NH:20][C:21]([c:22]3[c:23]([F:29])[cH:24][cH:25][cH:26][c:27]3[F:28])=[O:30])[s:19]2)[cH:7][c:8]([C:11]([F:12])([F:13])[F:14])[cH:9][cH:10]1. The reactants are ClC=1C=C(C(=O)OO)C=CC1 (m-chloroperoxybenzoic acid), BrC=1C=C2C(=C(NC2=CC1)C(=O)N)S(=O)(=O)N1C(=CC=C1O)O (5-bromo-3-(2,5-dihydroxy-1H-pyrrol-1-ylsulfonyl)-1H-indole-2-carboxamide), ClC=1C=C(C(=O)OO)C=CC1 (m-chloroperoxybenzoic acid), O1CCCC1 (tetrahydrofuran), ClC=1C=C(C(=O)OO)C=CC1 (m-chloroperoxybenzoic acid). Run in CC(=O)C (acetone). Conditions: time 3 hour. Yields the product BrC=1C=C2C(=C(NC2=CC1)C(=O)N)S(=O)(=O)N1C[C@@H]2O[C@@H]2C1 (cis-5-Bromo-3-(6-oxa-3-azabicyclo[3.1.0]hex-3-ylsulfonyl)-1H-indole-2-carboxamide). Reaction SMILES: [Br:1][C:2]1[CH:3]=[C:4]2[C:8](=[CH:9][CH:10]=1)[NH:7][C:6]([C:11]([NH2:13])=[O:12])=[C:5]2[S:14]([N:17]1[C:21](O)=[CH:20][CH:19]=[C:18]1O)(=[O:16])=[O:15].ClC1C=C(C=CC=1)C(OO)=[O:29].O1CCCC1>CC(C)=O>[Br:1][C:2]1[CH:3]=[C:4]2[C:8](=[CH:9][CH:10]=1)[NH:7][C:6]([C:11]([NH2:13])=[O:12])=[C:5]2[S:14]([N:17]1[CH2:18][C@@H:19]2[C@@H:20]([O:29]2)[CH2:21]1)(=[O:16])=[O:15]. Procedure details: To a stirring suspension of 5-bromo-3-(2,5-dihydroxy-1H-pyrrol-1-ylsulfonyl)-1H-indole-2-carboxamide (10 mg, 0.027 mmol, 1.0 equiv.) in 2 mL of acetone was added m-chloroperoxybenzoic acid (6.5 mg, 0.038 mmol, 1.4 equiv.). After stirring for 3 hours, 3 mL of tetrahydrofuran and m-chloroperoxybenzoic acid (6.5 mg, 0.038 mmol, 1.4 equiv.) were added. After stirring an additional 72 hours, more m-chloroperoxybenzoic acid (13 mg, 0.076 mmol, 2.8 equiv.) was added and, after 3 hours, the solvent was ... Starting materials: NN=CC1=CC=C(OCCCCCOC2=C(C=C(C(=O)N(C(C)C)C(C)C)C=C2)OC)C=C1 (4-[5-[4-(aminoiminomethyl)phenoxy]pentyloxy]-3-methoxy-N,N-bis(1-methylethyl)benzamide), Cl.C(C)N=C=NCCCN(C)C (1-ethyl-3-[3-(dimethylamino)propyl]-carbodiimide hydrochloride), OC1=CC=CC=2NN=NC21 (hydroxybenzotriazole), C(C1=CC=CC=C1)(=O)OCC1=C(C(=O)O)C=CC=C1 (2-(benzoyloxymethyl)benzoic acid). The solvent is ClCCl (dichloromethane). Run at time 2 hour. Product: COC=1C=C(C(=O)N(C(C)C)C(C)C)C=CC1 (3-methoxy-N,N-bis(1-methylethyl)benzamide). As a reaction SMILES: NN=CC1C=CC(OCCCCCO[C:15]2[CH:29]=[CH:28][C:18]([C:19]([N:21]([CH:25]([CH3:27])[CH3:26])[CH:22]([CH3:24])[CH3:23])=[O:20])=[CH:17][C:16]=2[O:30][CH3:31])=CC=1.Cl.C(N=C=NCCCN(C)C)C.OC1C2N=NNC=2C=CC=1.C(OCC1C=CC=CC=1C(O)=O)(=O)C1C=CC=CC=1>ClCCl>[CH3:31][O:30][C:16]1[CH:17]=[C:18]([CH:28]=[CH:29][CH:15]=1)[C:19]([N:21]([CH:25]([CH3:26])[CH3:27])[CH:22]([CH3:23])[CH3:24])=[O:20] |f:1.2|. Procedure details: A stirred solution of 4-[5-[4-(aminoiminomethyl)phenoxy]pentyloxy]-3-methoxy-N,N-bis(1-methylethyl)benzamide (3.0 g, 7.06 mmol) in 15 mL of dichloromethane is treated with 1-ethyl-3-[3-(dimethylamino)propyl]-carbodiimide hydrochloride (1.67 g, 8.47 mmol), hydroxybenzotriazole (1.14 g, 8.47 mmol), and 2-(benzoyloxymethyl)benzoic acid (1.81 g, 7.06 mmol) and stirred at room temperature over 2 hours. The reaction is concentrated in vacuo and purified by chromatography on silica gel (50 g) with 60% ...